This data is from the Open Reaction Database (ORD), a public repository of structured organic reaction records. The task is: describe an organic reaction: reactants, conditions, products, and yield Reactants: CS(C)=O, O=[N+]([O-])c1cc(F)ccc1F, [Li+], N#Cc1c(N)sc2ccccc12, [OH-], O. Product: N#Cc1c(Nc2ccc(F)cc2[N+](=O)[O-])sc2ccccc12. As a reaction SMILES: [CH3:27][S:28]([CH3:29])=[O:30].[F:13][c:14]1[c:15]([N+:21](=[O:22])[O-:23])[cH:16][c:17]([F:20])[cH:18][cH:19]1.[Li+:24].[NH2:1][c:2]1[c:3]([C:11]#[N:12])[c:4]2[c:5]([s:6]1)[cH:7][cH:8][cH:9][cH:10]2.[OH-:25].[OH2:26]>>[NH:1]([c:2]1[c:3]([C:11]#[N:12])[c:4]2[c:5]([s:6]1)[cH:7][cH:8][cH:9][cH:10]2)[c:14]1[c:15]([N+:21](=[O:22])[O-:23])[cH:16][c:17]([F:20])[cH:18][cH:19]1.